This data is from the Open Reaction Database (ORD), a public repository of structured organic reaction records. The task is: describe an organic reaction: reactants, conditions, products, and yield The reactants are O=C([O-])O, CC#N, CC(C)I, ClCCl, [Na+], NC(=O)C1COCCN1. Yields the product CC(C)N1CCOCC1C(N)=O. RXN SMILES: [C:10](=[O:11])([O-:12])[OH:13].[CH3:19][C:20]#[N:21].[CH:15]([CH3:16])([CH3:17])[I:18].[Cl:22][CH2:23][Cl:24].[Na+:14].[O:1]1[CH2:2][CH:3]([C:7](=[O:8])[NH2:9])[NH:4][CH2:5][CH2:6]1>>[O:1]1[CH2:2][CH:3]([C:7](=[O:8])[NH2:9])[N:4]([CH:15]([CH3:16])[CH3:17])[CH2:5][CH2:6]1. The reactants are O.[OH-].[Li+] (lithium hydroxide monohydrate), C(C)(C)(C)OC(=O)NC1=C(C=CC=C1)C=1N(C2=CC(=CC=C2C1C1CCCCC1)C(=O)OC)CCC(=O)OC (methyl 2-{2-[(tert-butoxycarbonyl) amino]phenyl}-3-cyclohexyl-1-(3-methoxy-3-oxopropyl)-1H-indole-6-carboxylate). Run in C1CCOC1.O (THF H2O). Run at time 1.5 hour. The product is C(C)(C)(C)OC(=O)NC1=C(C=CC=C1)C=1N(C2=CC(=CC=C2C1C1CCCCC1)C(=O)OC)CCC(=O)O (3-[2-{2-[(tert-butoxycarbonyl)amino]phenyl}-3-cyclohexyl-6-(methoxycarbonyl)-1H-indol-1-yl]1propanoic Acid). The yield is 81.0%. Reaction SMILES: O.[OH-].[Li+].[C:4]([O:8][C:9]([NH:11][C:12]1[CH:17]=[CH:16][CH:15]=[CH:14][C:13]=1[C:18]1[N:19]([CH2:37][CH2:38][C:39]([O:41]C)=[O:40])[C:20]2[C:25]([C:26]=1[CH:27]1[CH2:32][CH2:31][CH2:30][CH2:29][CH2:28]1)=[CH:24][CH:23]=[C:22]([C:33]([O:35][CH3:36])=[O:34])[CH:21]=2)=[O:10])([CH3:7])([CH3:6])[CH3:5]>C1COCC1.O>[C:4]([O:8][C:9]([NH:11][C:12]1[CH:17]=[CH:16][CH:15]=[CH:14][C:13]=1[C:18]1[N:19]([CH2:37][CH2:38][C:39]([OH:41])=[O:40])[C:20]2[C:25]([C:26]=1[CH:27]1[CH2:28][CH2:29][CH2:30][CH2:31][CH2:32]1)=[CH:24][CH:23]=[C:22]([C:33]([O:35][CH3:36])=[O:34])[CH:21]=2)=[O:10])([CH3:7])([CH3:5])[CH3:6] |f:0.1.2,4.5|. Procedure details: 1.1 eq of lithium hydroxide monohydrate was added to a solution of methyl 2-{2-[(tert-butoxycarbonyl) amino]phenyl}-3-cyclohexyl-1-(3-methoxy-3-oxopropyl)-1H-indole-6-carboxylate in a mixture THF:H2O (4:1; 0.1 M). The mixture was stirred at RT for 1.5 h. The reaction was quenched with 1 N HCl and the solvent evaporated in vacuo. The residue was washed with the minimum amount of Et2O and the resultant precipitate filtered to obtain the title compound as a white solid (81%); MS (ES+) m/z 521 (M+H)... The reactants are [N+](=O)([O-])\C=C\C1=CC=CC=C1 (trans-β-Nitrostyrene), Cl.NCCC(=O)OCC (ethyl 3-aminopropanoate hydrochloride), C(C)(C)N(C(C)C)CC (N,N-diisopropylethylamine). The reagents and catalysts are [Zn] (Zinc). Solvent: C(C)#N (acetonitrile). Reaction conditions: temperature 0 celsius, time 15 minute. Product: NCC(C1=CC=CC=C1)NCCC(=O)OCC (Ethyl 3-[(2-amino-1-phenylethyl)amino]propanoate). The yield is 148.3%. As a reaction SMILES: [N+:1](/[CH:4]=[CH:5]/[C:6]1[CH:11]=[CH:10][CH:9]=[CH:8][CH:7]=1)([O-])=O.Cl.[NH2:13][CH2:14][CH2:15][C:16]([O:18][CH2:19][CH3:20])=[O:17].C(N(CC)C(C)C)(C)C>C(#N)C.[Zn]>[NH2:1][CH2:4][CH:5]([NH:13][CH2:14][CH2:15][C:16]([O:18][CH2:19][CH3:20])=[O:17])[C:6]1[CH:11]=[CH:10][CH:9]=[CH:8][CH:7]=1 |f:1.2|. Reported procedure: trans-β-Nitrostyrene (4.04 g, 27.1 mmol) was added to a solution of ethyl 3-aminopropanoate hydrochloride (4.16 g, 27.1 mmol), and N,N-diisopropylethylamine (9.43 mL, 54.2 mmol) in acetonitrile (70 mL). After 15 min, anhydrous hydrochloric acid gas was bubbled into the solution until acidic. The mixture was concentrated, redissolved in ethanol (60 mL) and aqueous hydrochloric acid (12M; 30 mL), and cooled to 0° C. Zinc dust (8.80 g, 134 mmol) was added in portions over 5 min. After 0.5 h, the mi... Reactants: FC(C=1C=C(C=CC1)CC#N)(F)F ((3-trifluoromethylphenyl)acetonitrile), C1(=CC=CC=C1)CC(=O)OCC (ethyl phenylacetate), [Na] (sodium), C(C)O (ethanol), [Na] (sodium). Run in O (water). The product is FC(C=1C=C(C=CC1)C(C#N)C(=O)CC1=CC=CC=C1)(F)F ((3-Trifluoromethylphenyl)-benzylcarbonyl-acetonitrile). Isolated yield 73.5%. Reaction SMILES: [Na].C(O)C.[F:5][C:6]([F:17])([F:16])[C:7]1[CH:8]=[C:9]([CH2:13][C:14]#[N:15])[CH:10]=[CH:11][CH:12]=1.[C:18]1([CH2:24][C:25](OCC)=[O:26])[CH:23]=[CH:22][CH:21]=[CH:20][CH:19]=1>O>[F:5][C:6]([F:16])([F:17])[C:7]1[CH:8]=[C:9]([CH:13]([C:25]([CH2:24][C:18]2[CH:23]=[CH:22][CH:21]=[CH:20][CH:19]=2)=[O:26])[C:14]#[N:15])[CH:10]=[CH:11][CH:12]=1 |^1:0|. Procedure details: In this example, 4.91 g of metallic sodium was added to 110 ml of anhydrous ethanol at room temperature and stirred until all of the sodium dissolved. A mixture containing 18.76 g of (3-trifluoromethylphenyl)acetonitrile and 21.73 g of ethyl phenylacetate was then added dropwise and the resulting mixture was stirred at reflux for about 18 hours. The mixture was then poured into 300 ml water and extracted three times with ethyl ether. The pH of the extracted aqueous layer was adjusted to a pH of ...